From a dataset of the Open Reaction Database (ORD), a public repository of structured organic reaction records. describe an organic reaction: reactants, conditions, products, and yield RXN SMILES: [CH2:36]1[O:37][CH2:38][CH2:39][CH2:40]1.[CH3:26][Si:27]([N-:28][Si:29]([CH3:30])([CH3:31])[CH3:32])([CH3:33])[CH3:34].[Cl:1][c:2]1[cH:3][c:4]([CH:8]2[CH:9]([c:17]3[cH:18][cH:19][c:20]([Cl:23])[cH:21][cH:22]3)[N:10]([CH:14]([CH3:15])[CH3:16])[S:11][CH2:12][CH2:13]2)[cH:5][cH:6][cH:7]1.[I:24][CH3:25].[Li+:35]>>[Cl:1][c:2]1[cH:3][c:4]([CH:8]2[CH:9]([c:17]3[cH:18][cH:19][c:20]([Cl:23])[cH:21][cH:22]3)[N:10]([CH:14]([CH3:15])[CH3:16])[S:11][CH:12]([CH3:26])[CH2:13]2)[cH:5][cH:6][cH:7]1. Product: CC1CC(c2cccc(Cl)c2)C(c2ccc(Cl)cc2)N(C(C)C)S1. Starting materials: C1CCOC1, C[Si](C)(C)[N-][Si](C)(C)C, CC(C)N1SCCC(c2cccc(Cl)c2)C1c1ccc(Cl)cc1, CI, [Li+]. Starting materials: NC=1C(=C(C(=C(C(=O)Cl)C1I)I)COC(C)=O)I (5-Amino-3-acetoxymethyl-2,4,6-triiodobenzoyl chloride), CNCC(CO)O (N-methyl-2,3-dihydroxypropylamine). Yields the product NC=1C(=C(C(=C(C(=O)N(CC(CO)O)C)C1I)I)COC(C)=O)I (5-Amino-3-acetoxymethyl-N-methyl-N-(2,3-dihydroxypropyl)-2,4,6-triiodo-benzamide). Yield: 97.0%. RXN SMILES: [NH2:1][C:2]1[C:3]([I:18])=[C:4]([CH2:13][O:14][C:15](=[O:17])[CH3:16])[C:5]([I:12])=[C:6]([C:10]=1[I:11])[C:7](Cl)=[O:8].[CH3:19][NH:20][CH2:21][CH:22]([OH:25])[CH2:23][OH:24]>>[NH2:1][C:2]1[C:3]([I:18])=[C:4]([CH2:13][O:14][C:15](=[O:17])[CH3:16])[C:5]([I:12])=[C:6]([C:10]=1[I:11])[C:7]([N:20]([CH3:19])[CH2:21][CH:22]([OH:25])[CH2:23][OH:24])=[O:8]. Reported procedure: 5-Amino-3-acetoxymethyl-2,4,6-triiodobenzoyl chloride was reacted with N-methyl-2,3-dihydroxypropylamine according to the conditions in Example 24g. The product was isolated in 97% yield.